From a dataset of the Open Reaction Database (ORD), a public repository of structured organic reaction records. describe an organic reaction: reactants, conditions, products, and yield Starting materials: ClC1=CC(=C(CN2N=CC3=CC(=CC=C23)C=C2C(N=C(S2)SCC)=O)C=C1)C(F)(F)F (5-[1-(4-chloro-2-trifluoromethyl-benzyl)-1H-indazol-5-ylmethylene]-2-ethylsulfanyl-thiazol-4-one), C(C)(C)(C)OC(=O)N1C[C@H](NCC1)C (3-(R)-methyl-piperazine-1-carboxylic acid tert-butyl ester). Yields the product C(C)(C)(C)OC(=O)N1CC(N(CC1)C=1SC(C(N1)=O)=CC=1C=C2C=NN(C2=CC1)CC1=C(C=C(C=C1)Cl)C(F)(F)F)C (4-{5-[1-(4-Chloro-2-trifluoromethyl-benzyl)-1H-indazol-5-ylmethylene]-4-oxo-4,5-dihydro-thiazol-2-yl}-3-methyl-piperazine-1-carboxylic acid tert-butyl ester), ClC1=CC(=C(CN2N=CC3=CC(=CC=C23)C=C2C(N=C(S2)N2[C@@H](CNCC2)C)=O)C=C1)C(F)(F)F (5-[1-(4-Chloro-2-trifluoromethyl-benzyl)-1H-indazol-5-ylmethylene]-2-(2-(R)-methyl-piperazin-1-yl)thiazol-4-one). Reaction SMILES: [Cl:1][C:2]1[CH:27]=[CH:26][C:5]([CH2:6][N:7]2[C:15]3[C:10](=[CH:11][C:12]([CH:16]=[C:17]4[S:21][C:20](SCC)=[N:19][C:18]4=[O:25])=[CH:13][CH:14]=3)[CH:9]=[N:8]2)=[C:4]([C:28]([F:31])([F:30])[F:29])[CH:3]=1.[C:32]([O:36][C:37]([N:39]1[CH2:44][CH2:43][NH:42][C@H:41]([CH3:45])[CH2:40]1)=[O:38])([CH3:35])([CH3:34])[CH3:33]>>[C:32]([O:36][C:37]([N:39]1[CH2:44][CH2:43][N:42]([C:20]2[S:21][C:17](=[CH:16][C:12]3[CH:11]=[C:10]4[C:15](=[CH:14][CH:13]=3)[N:7]([CH2:6][C:5]3[CH:26]=[CH:27][C:2]([Cl:1])=[CH:3][C:4]=3[C:28]([F:31])([F:29])[F:30])[N:8]=[CH:9]4)[C:18](=[O:25])[N:19]=2)[CH:41]([CH3:45])[CH2:40]1)=[O:38])([CH3:35])([CH3:33])[CH3:34].[Cl:1][C:2]1[CH:27]=[CH:26][C:5]([CH2:6][N:7]2[C:15]3[C:10](=[CH:11][C:12]([CH:16]=[C:17]4[S:21][C:20]([N:42]5[CH2:43][CH2:44][NH:39][CH2:40][C@H:41]5[CH3:45])=[N:19][C:18]4=[O:25])=[CH:13][CH:14]=3)[CH:9]=[N:8]2)=[C:4]([C:28]([F:31])([F:29])[F:30])[CH:3]=1. Procedure: 4-{5-[1-(4-Chloro-2-trifluoromethyl-benzyl)-1H-indazol-5-ylmethylene]-4-oxo-4,5-dihydro-thiazol-2-yl}-3-methyl-piperazine-1-carboxylic acid tert-butyl ester was prepared from 5-[1-(4-chloro-2-trifluoromethyl-benzyl)-1H-indazol-5-ylmethylene]-2-ethylsulfanyl-thiazol-4-one and 3-(R)-methyl-piperazine-1-carboxylic acid tert-butyl ester following General Procedure C. The compound was used directly following General Procedure H to provide 5-[1-(4-Chloro-2-trifluoromethyl-benzyl)-1H-indazol-5-ylmethyl... Reactants: OC(CCCCC)C=1C=C(C=CC1)O (3-(1-hydroxyhexyl)-phenol), C(C)O (ethanol), C(C)O (ethanol), C(Cl)C1CO1 (epichlorohydrin), [OH-].[K+] (potassium hydroxide). Run in O (water). The product is OC(CCCCC)C1C(O1)COC1=CC=CC=C1 (3-(1-Hydroxyhexyl)-phenoxymethyl-oxirane). Reaction SMILES: OC([C:8]1[CH:9]=[C:10]([OH:14])[CH:11]=[CH:12][CH:13]=1)CCCCC.[CH2:15]([CH:17]1[O:19][CH2:18]1)Cl.[OH-].[K+].[CH2:22]([OH:24])[CH3:23]>O>[OH:24][CH:22]([CH:18]1[O:19][CH:17]1[CH2:15][O:14][C:10]1[CH:9]=[CH:8][CH:13]=[CH:12][CH:11]=1)[CH2:23][CH2:9][CH2:8][CH2:13][CH3:12] |f:2.3|. Procedure: 19.4 g. (0.1 mole) 3-(1-hydroxyhexyl)-phenol and 28.6 g. epichlorohydrin are dissolved in 25 ml. ethanol and heated to the boil. A solution of 6.6 g. potassium hydroxide in 3 ml. water and 25 ml. ethanol is then added dropwise thereto in the course of 15 minutes. The reaction mixture is boiled under reflux for 2 hours, the solvent is then distilled off and the residue is taken up in water. Extraction is carried out with ethyl acetate, the ethyl acetate phase is washed twice with aqueous sodium h... Starting materials: COC1=C(C(=C(C(=C1OC)OC)C\C=C(\CC\C=C(\CC\C=C(\CC\C=C(\CC\C=C(\CC\C=C(\CC\C=C(\CC\C=C(\CCC=C(C)C)/C)/C)/C)/C)/C)/C)/C)/C)C)O (2,3,4-trimethoxy-6-methyl-5-((2E,6E,10E,14E,18E,22E,26E,30E)-3,7,11,15,19,23,27,31,35-nonamethyl-hexatriaconta-2,6,10,14,18,22,26,30,34-nonaenyl)-phenol), 1,4-quinone. Solvent: O (H2O). The product is CC(=CCC/C(=C/CC/C(=C/CC/C(=C/CC/C(=C/CC/C(=C/CC/C(=C/CC/C(=C/CC/C(=C/CO)/C)/C)/C)/C)/C)/C)/C)/C)C (Solanesol). Reaction SMILES: C[O:2][C:3]1C(OC)=C(OC)[C:6]([CH2:13]/[CH:14]=[C:15](\[CH3:57])/[CH2:16][CH2:17]/[CH:18]=[C:19](\[CH3:56])/[CH2:20][CH2:21]/[CH:22]=[C:23](\[CH3:55])/[CH2:24][CH2:25]/[CH:26]=[C:27](\[CH3:54])/[CH2:28][CH2:29]/[CH:30]=[C:31](\[CH3:53])/[CH2:32][CH2:33]/[CH:34]=[C:35](\[CH3:52])/[CH2:36][CH2:37]/[CH:38]=[C:39](\[CH3:51])/[CH2:40][CH2:41]/[CH:42]=[C:43](\[CH3:50])/[CH2:44]CC=C(C)C)=[C:5]([CH3:58])[C:4]=1O>O>[CH3:44][C:43]([CH3:50])=[CH:42][CH2:41][CH2:40]/[C:39](/[CH3:51])=[CH:38]/[CH2:37][CH2:36]/[C:35](/[CH3:52])=[CH:34]/[CH2:33][CH2:32]/[C:31](/[CH3:53])=[CH:30]/[CH2:29][CH2:28]/[C:27](/[CH3:54])=[CH:26]/[CH2:25][CH2:24]/[C:23](/[CH3:55])=[CH:22]/[CH2:21][CH2:20]/[C:19](/[CH3:56])=[CH:18]/[CH2:17][CH2:16]/[C:15](/[CH3:57])=[CH:14]/[CH2:13][CH2:6]/[C:5](/[CH3:58])=[CH:4]/[CH2:3][OH:2]. Reported procedure: Oxidation of the crude phenol to the corresponding 1,4-quinone (CoQ9) was performed by using FeCl36 H2O similar to the published procedure of S. Kijima et al. Starting materials: C(C)(=O)O[C@H]1[C@@H](O[C@@H]([C@H]1OC(C)=O)COC(C)=O)N1C(=O)NC(=O)C=C1 (uridine triacetate). Run in CO.N (ammonia methanol). Conditions: temperature 23 celsius. Product: [C@@H]1([C@H](O)[C@H](O)[C@@H](CO)O1)N1C(=O)NC(=O)C=C1 (uridine). The yield is 88.5%. As a reaction SMILES: C([O:4][C@@H:5]1[C@H:9]([O:10]C(=O)C)[C@@H:8]([CH2:14][O:15]C(=O)C)[O:7][C@H:6]1[N:19]1[CH:26]=[CH:25][C:23](=[O:24])[NH:22][C:20]1=[O:21])(=O)C>CO.N>[C@@H:6]1([N:19]2[CH:26]=[CH:25][C:23](=[O:24])[NH:22][C:20]2=[O:21])[O:7][C@H:8]([CH2:14][OH:15])[C@@H:9]([OH:10])[C@H:5]1[OH:4] |f:1.2|. Procedure: 1.2 g (purity 80%) of uridine triacetate obtained in EXAMPLE 1 was dissolved in 9.4 ml of a 2 M ammonia methanol solution and stirred at room temperature (23° C.). After the completion of the reaction, the solvent was distilled off to give 0.7 g of crude uridine (purity 87%) as a white solid. Ethanol in an amount 48.5 times by volume as much as the crude uridine was added and uridine was completely dissolved herein by heating to 58° C. Next, the solution was allowed to cool to room temperature (...